Task: describe an organic reaction: reactants, conditions, products, and yield. Dataset: the Open Reaction Database (ORD), a public repository of structured organic reaction records Starting materials: C=C(C)c1cncc(C(=O)O)c1, CCN=C=NCCCN(C)C, CCN(C(C)C)C(C)C, CC(C)(C)OC(=O)NC(Cc1ccccc1)C(O)CN, On1nnc2ccccc21. Product: C=C(C)c1cncc(C(=O)NCC(O)C(Cc2ccccc2)NC(=O)OC(C)(C)C)c1. Reaction SMILES: [CH2:1]=[C:2]([CH3:3])[c:4]1[cH:5][n:6][cH:7][c:8]([C:9](=[O:10])[OH:11])[cH:12]1.[CH3:13][CH2:14][N:15]=[C:16]=[N:17][CH2:18][CH2:19][CH2:20][N:21]([CH3:22])[CH3:23].[CH:54]([N:55]([CH2:56][CH3:57])[CH:58]([CH3:59])[CH3:60])([CH3:61])[CH3:62].[NH2:34][CH2:35][CH:36]([CH:37]([CH2:38][c:39]1[cH:40][cH:41][cH:42][cH:43][cH:44]1)[NH:45][C:46]([O:47][C:48]([CH3:49])([CH3:50])[CH3:51])=[O:52])[OH:53].[OH:24][n:25]1[c:26]2[c:27]([cH:28][cH:29][cH:30][cH:31]2)[n:32][n:33]1>>[CH2:1]=[C:2]([CH3:3])[c:4]1[cH:5][n:6][cH:7][c:8]([C:9](=[O:11])[NH:34][CH2:35][CH:36]([CH:37]([CH2:38][c:39]2[cH:40][cH:41][cH:42][cH:43][cH:44]2)[NH:45][C:46]([O:47][C:48]([CH3:49])([CH3:50])[CH3:51])=[O:52])[OH:53])[cH:12]1.